The task is: describe an organic reaction: reactants, conditions, products, and yield. This data is from the Open Reaction Database (ORD), a public repository of structured organic reaction records. Starting materials: C1CCOC1, CN=C=O, FC(F)(F)c1ccccc1-c1ccc(CN2CCNC(c3ccccc3)C2)cc1. The product is CNC(=O)N1CCN(Cc2ccc(-c3ccccc3C(F)(F)F)cc2)CC1c1ccccc1. Reaction SMILES: [CH2:34]1[O:35][CH2:36][CH2:37][CH2:38]1.[CH3:30][N:31]=[C:32]=[O:33].[c:1]1([CH:7]2[CH2:8][N:9]([CH2:13][c:14]3[cH:15][cH:16][c:17](-[c:20]4[c:21]([C:26]([F:27])([F:28])[F:29])[cH:22][cH:23][cH:24][cH:25]4)[cH:18][cH:19]3)[CH2:10][CH2:11][NH:12]2)[cH:2][cH:3][cH:4][cH:5][cH:6]1>>[c:1]1([CH:7]2[CH2:8][N:9]([CH2:13][c:14]3[cH:15][cH:16][c:17](-[c:20]4[c:21]([C:26]([F:27])([F:28])[F:29])[cH:22][cH:23][cH:24][cH:25]4)[cH:18][cH:19]3)[CH2:10][CH2:11][N:12]2[C:32]([NH:31][CH3:30])=[O:33])[cH:2][cH:3][cH:4][cH:5][cH:6]1.